This data is from the Open Reaction Database (ORD), a public repository of structured organic reaction records. The task is: describe an organic reaction: reactants, conditions, products, and yield The reactants are O=C(O)c1cncc(Br)c1, C1CCOC1, CC1(C)OB(c2cccc3[nH]ccc23)OC1(C)C, [Na+], [OH-], [Pd]. Yields the product O=C(O)c1cncc(-c2cccc3[nH]ccc23)c1. Reaction SMILES: [Br:21][c:22]1[cH:23][n:24][cH:25][c:26]([C:27](=[O:28])[OH:29])[cH:30]1.[CH2:32]1[O:33][CH2:34][CH2:35][CH2:36]1.[CH3:3][C:4]1([CH3:5])[C:6]([CH3:7])([CH3:8])[O:9][B:10]([c:11]2[c:12]3[cH:13][cH:14][nH:15][c:16]3[cH:17][cH:18][cH:19]2)[O:20]1.[Na+:2].[OH-:1].[Pd:31]>>[c:11]1(-[c:22]2[cH:23][n:24][cH:25][c:26]([C:27](=[O:28])[OH:29])[cH:30]2)[c:12]2[cH:13][cH:14][nH:15][c:16]2[cH:17][cH:18][cH:19]1. Isolated yield 34.8%. Procedure details: 2-Benzyl-2-methyl-5methoxy-6,7-dichloro-1-indanone (6 g.) is mixed with pyridine hydrochloride (60 g.) and the mixture is heated at 180° C. for 3 hours. The dark liquid is poured into water (1 l.) and the dark powdery product is collected and crystallized from acetic acid to obtain 2-benzyl-2-methyl-5-hydroxy-6,7-dichloro-1-indanone (2 g.), m.p. 219° -221° C. The product is identified by its nuclear magnetic resonance spectrum. Starting materials: C(C1=CC=CC=C1)C1(C(C2=C(C(=C(C=C2C1)OC)Cl)Cl)=O)C (2-Benzyl-2-methyl-5methoxy-6,7-dichloro-1-indanone), Cl.N1=CC=CC=C1 (pyridine hydrochloride). Yields the product C(C1=CC=CC=C1)C1(C(C2=C(C(=C(C=C2C1)O)Cl)Cl)=O)C (2-benzyl-2-methyl-5-hydroxy-6,7-dichloro-1-indanone). Solvent: O (water). Run at temperature 180 celsius. RXN SMILES: [CH2:1]([C:8]1([CH3:22])[CH2:16][C:15]2[C:10](=[C:11]([Cl:20])[C:12]([Cl:19])=[C:13]([O:17]C)[CH:14]=2)[C:9]1=[O:21])[C:2]1[CH:7]=[CH:6][CH:5]=[CH:4][CH:3]=1.Cl.N1C=CC=CC=1>O>[CH2:1]([C:8]1([CH3:22])[CH2:16][C:15]2[C:10](=[C:11]([Cl:20])[C:12]([Cl:19])=[C:13]([OH:17])[CH:14]=2)[C:9]1=[O:21])[C:2]1[CH:7]=[CH:6][CH:5]=[CH:4][CH:3]=1 |f:1.2|. Reactants: ClCC(CC1C(=CC(O1)=O)N1CCCC1)=C (5-[2-(chloromethyl)prop-2-en-1-yl]-4-pyrrolidin-1-ylfuran-2(5H)-one), ClC1=CC=C(C=N1)CN (1-(6-chloropyridin-3-yl)methanamine), C(C)N(C(C)C)C(C)C (N-ethyl-N-isopropylpropan-2-amine). Solvent: C(C)#N (acetonitrile). Product: ClC1=CC=C(C=N1)CNCC(CC1C(=CC(O1)=O)N1CCCC1)=C (5-[2-({[(6-chloropyridin-3-yl)methyl]amino}methyl)prop-2-en-1-yl]-4-pyrrolidin-1-ylfuran-2(5H)-one). Yield: 75.3%. RXN SMILES: Cl[CH2:2][C:3](=[CH2:16])[CH2:4][CH:5]1[O:9][C:8](=[O:10])[CH:7]=[C:6]1[N:11]1[CH2:15][CH2:14][CH2:13][CH2:12]1.[Cl:17][C:18]1[N:23]=[CH:22][C:21]([CH2:24][NH2:25])=[CH:20][CH:19]=1.C(N(C(C)C)C(C)C)C>C(#N)C>[Cl:17][C:18]1[N:23]=[CH:22][C:21]([CH2:24][NH:25][CH2:2][C:3](=[CH2:16])[CH2:4][CH:5]2[O:9][C:8](=[O:10])[CH:7]=[C:6]2[N:11]2[CH2:15][CH2:14][CH2:13][CH2:12]2)=[CH:20][CH:19]=1. Reported procedure: At 60° C., 600 mg (2.48 mmol) of 5-[2-(chloromethyl)prop-2-en-1-yl]-4-pyrrolidin-1-ylfuran-2(5H)-one (V-1a), 354 mg (2.48 mmol) of 1-(6-chloropyridin-3-yl)methanamine and 0.43 ml (2.48 mmol) of N-ethyl-N-isopropylpropan-2-amine in 10 ml of acetonitrile are stirred for 21 hours. Concentration under reduced pressure and purification of the residue by column chromatography on silica gel (silica gel 60, Merck, particle size: 0.04 to 0.063 mm) using the mobile phase mixture dichloromethane:methanol (... Starting materials: COCOC1=C(C=CC(=C1)OCOC)C1CC(CCC1)CO ((±)-{3-[2,4-bis(methoxymethoxy)phenyl]cyclohexyl}methanol), CC(=O)C (acetone). The reagents and catalysts are [O-2].[Cr+6].[O-2].[O-2] (chromium (VI) oxide). The solvent is S(O)(O)(=O)=O (sulfuric acid). Reaction conditions: time 3 hour. Product: COCOC1=C(C=CC(=C1)OCOC)C1CC(CCC1)C(=O)O ((±)-3-[2,4-Bis(methoxymethoxy)phenyl]cyclohexanecarboxylic acid). The yield is 29.0%. Reaction SMILES: [CH3:1][O:2][CH2:3][O:4][C:5]1[CH:10]=[C:9]([O:11][CH2:12][O:13][CH3:14])[CH:8]=[CH:7][C:6]=1[CH:15]1[CH2:20][CH2:19][CH2:18][CH:17]([CH2:21][OH:22])[CH2:16]1.CC(C)=[O:25]>S(=O)(=O)(O)O.[O-2].[Cr+6].[O-2].[O-2]>[CH3:1][O:2][CH2:3][O:4][C:5]1[CH:10]=[C:9]([O:11][CH2:12][O:13][CH3:14])[CH:8]=[CH:7][C:6]=1[CH:15]1[CH2:20][CH2:19][CH2:18][CH:17]([C:21]([OH:25])=[O:22])[CH2:16]1 |f:3.4.5.6|. Procedure: A solution of (±)-{3-[2,4-bis(methoxymethoxy)phenyl]cyclohexyl}methanol (50 mg) in acetone (1 ml) was added to a stirred solution of chromium (VI) oxide (64 mg) in 2M sulfuric acid (0.64 ml) at 0° C. over 3 hr. After 3 hr at 0° C. and then 16 hr at room temperature, the reaction mixture was partitioned between water (10 ml) and ethyl acetate (20 ml). The layers were separated and the aqueous layer was extracted with ethyl acetate (2×20 ml). The combined organic extracts were washed with water (2... Starting materials: C(=O)(C(F)(F)F)O (TFA), ice, C12(CC3CC(CC(C1)C3)C2)C=2C=C(C=CC2OC(CCCCCCCC=CCC=CCCCCC)=O)C2=CC=C(C=C2)\C=C\C(=O)OC(C)(C)C (octadeca-9,12-dienoic acid (E)-3-adamantan-1-yl-4′-(2-tert-butoxycarbonylvinyl)biphenyl-4-yl ester). Solvent: C(Cl)Cl (DCM). Conditions: temperature 0 celsius, time 30 minute. Product: C12(CC3CC(CC(C1)C3)C2)C=2C=C(C=CC2OC(CCCCCCC\C=C\CC=CCCCCC)=O)C2=CC=C(C=C2)C=CC(=O)O ((E)-Octadeca-9,12-dienoic acid 3-adamantan-1-yl-4′-(2-carboxyvinyl)-biphenyl-4-yl ester). Isolated yield 98.7%. As a reaction SMILES: C(O)(C(F)(F)F)=O.[C:8]12([C:18]3[CH:19]=[C:20]([C:44]4[CH:49]=[CH:48][C:47](/[CH:50]=[CH:51]/[C:52]([O:54]C(C)(C)C)=[O:53])=[CH:46][CH:45]=4)[CH:21]=[CH:22][C:23]=3[O:24][C:25](=[O:43])[CH2:26][CH2:27][CH2:28][CH2:29][CH2:30][CH2:31][CH2:32][CH:33]=[CH:34][CH2:35][CH:36]=[CH:37][CH2:38][CH2:39][CH2:40][CH2:41][CH3:42])[CH2:17][CH:12]3[CH2:13][CH:14]([CH2:16][CH:10]([CH2:11]3)[CH2:9]1)[CH2:15]2>C(Cl)Cl>[C:8]12([C:18]3[CH:19]=[C:20]([C:44]4[CH:45]=[CH:46][C:47]([CH:50]=[CH:51][C:52]([OH:54])=[O:53])=[CH:48][CH:49]=4)[CH:21]=[CH:22][C:23]=3[O:24][C:25](=[O:43])[CH2:26][CH2:27][CH2:28][CH2:29][CH2:30][CH2:31][CH2:32]/[CH:33]=[CH:34]/[CH2:35][CH:36]=[CH:37][CH2:38][CH2:39][CH2:40][CH2:41][CH3:42])[CH2:9][CH:10]3[CH2:11][CH:12]([CH2:13][CH:14]([CH2:16]3)[CH2:15]1)[CH2:17]2. Reported procedure: TFA (1.6 ml) was dropped into an ice-cooled solution of octadeca-9,12-dienoic acid (E)-3-adamantan-1-yl-4′-(2-tert-butoxycarbonylvinyl)biphenyl-4-yl ester (110 mg, 0.159 mmol) in DCM (1.6 ml) and the resulting solution was stirred for 30 min at 0° C. The solvent was removed under reduced pressure to obtain the title compound as a white solid (100 mg, 99%). Reactants: C1CCOC1, CC(=O)O, C[Si](C)(C)c1nnn(-c2ccccc2)c1C(=O)c1nnn(Cc2cc(C(F)(F)F)cc(C(F)(F)F)c2)c1-c1ccccc1. The product is O=C(c1nnn(Cc2cc(C(F)(F)F)cc(C(F)(F)F)c2)c1-c1ccccc1)c1cnnn1-c1ccccc1. Reaction SMILES: [CH2:48]1[O:49][CH2:50][CH2:51][CH2:52]1.[CH3:44][C:45](=[O:46])[OH:47].[F:1][C:2]([c:3]1[cH:4][c:5]([CH2:6][n:7]2[n:8][n:9][c:10]([C:18](=[O:19])[c:20]3[n:21](-[c:29]4[cH:30][cH:31][cH:32][cH:33][cH:34]4)[n:22][n:23][c:24]3[Si:25]([CH3:26])([CH3:27])[CH3:28])[c:11]2-[c:12]2[cH:13][cH:14][cH:15][cH:16][cH:17]2)[cH:35][c:36]([C:38]([F:39])([F:40])[F:41])[cH:37]1)([F:42])[F:43]>>[F:1][C:2]([c:3]1[cH:4][c:5]([CH2:6][n:7]2[n:8][n:9][c:10]([C:18](=[O:19])[c:20]3[n:21](-[c:29]4[cH:30][cH:31][cH:32][cH:33][cH:34]4)[n:22][n:23][cH:24]3)[c:11]2-[c:12]2[cH:13][cH:14][cH:15][cH:16][cH:17]2)[cH:35][c:36]([C:38]([F:39])([F:40])[F:41])[cH:37]1)([F:42])[F:43]. Reactants: C1(=CC=CC=C1)O (phenol), CC(=C)C1=CC=CC=C1 (alpha-methylstyrene), product. The reagents and catalysts are O.C1(=CC=C(C=C1)S(=O)(=O)O)C (p-toluenesulfonic acid monohydrate). Run in C1(=CC=CC=C1)C (toluene). Reaction conditions: temperature 140 celsius. The product is CC(C1=CC=CC=C1)(C)C1=C(C=CC(=C1)C(C1=CC=CC=C1)(C)C)O (2,4-Di-(alpha, alpha-dimethylbenzyl)phenol). Reaction SMILES: [C:1]1([OH:7])[CH:6]=[CH:5][CH:4]=[CH:3][CH:2]=1.[CH3:8][C:9]([C:11]1[CH:16]=[CH:15][CH:14]=[CH:13][CH:12]=1)=[CH2:10]>O.C1(C)C=CC(S(O)(=O)=O)=CC=1.C1(C)C=CC=CC=1>[CH3:10][C:9]([C:2]1[CH:3]=[C:4]([C:9]([CH3:10])([CH3:8])[C:11]2[CH:16]=[CH:15][CH:14]=[CH:13][CH:12]=2)[CH:5]=[CH:6][C:1]=1[OH:7])([CH3:8])[C:11]1[CH:16]=[CH:15][CH:14]=[CH:13][CH:12]=1 |f:2.3|. Procedure details: This intermediate is made by reacting a mixture of 705.8 grams (7.5 moles) of phenol with 1772.7 grams (15 moles) of alpha-methylstyrene in the presence of 25.7 grams (0.135 moles) of p-toluenesulfonic acid monohydrate catalyst. This mixture is heated under nitrogen at 140° C. for 2.5 hours. The reaction mixture is cooled to 110° C. and 1125 ml of toluene is added. After washing the resulting solution at 80° C. with 750 ml of an aqueous solution of 37.5 grams of sodium carbonate and 75 grams of ... Reactants: ClC1=NC(=NC(=C1N=CN(C)C)Cl)N=CN(C)C (4,6-dichloro-2,5-bis-{[(dimethylamino)methylene]amino}pyrimidine), S(=O)(=O)(O)O.NC1=NC(=C(C(=N1)O)N)O.NC1=NC(=C(C(=N1)O)N)O (2,5-diamino-4,6-dihydroxypyrimidine hemisulfate), C[N+](=CCl)C.[Cl-] (Vilsmeier reagent). Solvent: C(C)O (ethanol). Yields the product Cl (hydrochloric acid), NC1=NC(=C(C(=N1)Cl)N=CN(C)C)Cl (2-Amino-4,6-dichloro-5-{[(dimethylamino)methylene]amino}pyrimidine). As a reaction SMILES: S(O)(O)(=O)=O.NC1N=C(O)C(N)=C(O)N=1.NC1N=C(O)C(N)=C(O)N=1.C[N+](C)=C[Cl:29].[Cl-].[Cl:32][C:33]1[C:38]([N:39]=[CH:40][N:41]([CH3:43])[CH3:42])=[C:37]([Cl:44])[N:36]=[C:35]([N:45]=CN(C)C)[N:34]=1>C(O)C>[ClH:29].[NH2:45][C:35]1[N:34]=[C:33]([Cl:32])[C:38]([N:39]=[CH:40][N:41]([CH3:42])[CH3:43])=[C:37]([Cl:44])[N:36]=1 |f:0.1.2,3.4|. Reported procedure: In another experiment, 2,5-diamino-4,6-dihydroxypyrimidine hemisulfate (Sigma, 48.0 g, 0.250 mole) was reacted as in Example 1 with less Vilsmeier reagent (7.2 molar equivalents) and the resulting 4,6-dichloro-2,5-bis-{[(dimethylamino)methylene]amino}pyrimidine (92%), without recrytallizaton, was hydrolyzed in 95% ethanol (1 L) and 6 N aqueous hydrochloric acid (110 mL) to provide the title compound of the same purity (elemental analysis and 1H-NMR) as the characterized sample described above (4... Yield: 90.2%. Yields the product C(C)(C)(C)OC(=O)N1CCC(CC1)CC=O (1-t-Butyloxycarbonyl-4-formylmethyl-piperidine). The solvent is C(Cl)Cl (CH2Cl2), C(Cl)Cl (CH2Cl2). Run at temperature 0 celsius, time 15 minute. As a reaction SMILES: C(Cl)(=O)C(Cl)=O.CS(C)=O.[C:11]([O:15][C:16]([N:18]1[CH2:23][CH2:22][CH:21]([CH2:24][CH2:25][OH:26])[CH2:20][CH2:19]1)=[O:17])([CH3:14])([CH3:13])[CH3:12].CCN(C(C)C)C(C)C>C(Cl)Cl>[C:11]([O:15][C:16]([N:18]1[CH2:23][CH2:22][CH:21]([CH2:24][CH:25]=[O:26])[CH2:20][CH2:19]1)=[O:17])([CH3:14])([CH3:13])[CH3:12]. Reactants: CCN(C(C)C)C(C)C (DIEA), C(C(=O)Cl)(=O)Cl (Oxalyl chloride), CS(=O)C (DMSO), C(C)(C)(C)OC(=O)N1CCC(CC1)CCO (1-t-Butyloxycarbonyl-4-(2-hydroxyethyl)piperidine). Reported procedure: Oxalyl chloride (2.2 mL, 25 mmol) was added to 75 mL of anhydrous CH2Cl2 at −78° C. DMSO (3.5 mL, 50 mmol) was then added dropwise over 5 min, and the resulting mixture was stirred for 15 min. 1-t-Butyloxycarbonyl-4-(2-hydroxyethyl)piperidine (2.29 g, 10 mmol, step A) was dissolved in 5 mL of anhydrous CH2Cl2 and added over 10 min to the above mixture. After stirring 30 min, DIEA (17.4 mL, 100 mmol) was added over 10 min. The mixture was then warmed to 0° C. and maintained at that temperature fo...